This data is from the Open Reaction Database (ORD), a public repository of structured organic reaction records. The task is: describe an organic reaction: reactants, conditions, products, and yield Yields the product C(C)OC(CCCOC1=CC=C(C=C1)C12CC3CC(CC(C1)C3)C2)=O (4-[4-(1-adamantyl)-phenoxy]-butyric acid ethyl ester). Starting materials: C12(CC3CC(CC(C1)C3)C2)C2=CC=C(OCCCC(=O)O)C=C2 (4-[4-(1-adamantyl)-phenoxy]-butyric acid), C(C)O (ethanol), S(O)(O)(=O)=O (sulphuric acid). Reported procedure: 1 mol of 4-[4-(1-adamantyl)-phenoxy]-butyric acid is dissolved in excess ethanol and boiled, with addition of 3% of concentrated sulphuric acid, for 3 hours under reflux, with exclusion of moisture. The product is concentrated to half its volume and partitioned between methylene chloride and water. The organic phase is washed until neutral, dried with sodium sulphate and evaporated in vacuo to give 4-[4-(1-adamantyl)-phenoxy]-butyric acid ethyl ester of melting point 45°-46° C. Reaction SMILES: [C:1]12([C:11]3[CH:23]=[CH:22][C:14]([O:15][CH2:16][CH2:17][CH2:18][C:19]([OH:21])=[O:20])=[CH:13][CH:12]=3)[CH2:10][CH:5]3[CH2:6][CH:7]([CH2:9][CH:3]([CH2:4]3)[CH2:2]1)[CH2:8]2.S(=O)(=O)(O)O.[CH2:29](O)[CH3:30]>>[CH2:29]([O:20][C:19](=[O:21])[CH2:18][CH2:17][CH2:16][O:15][C:14]1[CH:13]=[CH:12][C:11]([C:1]23[CH2:2][CH:3]4[CH2:4][CH:5]([CH2:6][CH:7]([CH2:9]4)[CH2:8]2)[CH2:10]3)=[CH:23][CH:22]=1)[CH3:30]. Yields the product FC=1C=C(OC2=CC=C3C(=C(N=CC3=C2)C(=O)N[C@H](C(=O)O)C)O)C=C(C1)OC ((S)-2-{[7-(3-Fluoro-5-methoxy-phenoxy)-4-hydroxy-isoquinoline-3-carbonyl]-amino}-propionic acid). Starting materials: C(CCC)OC(=O)C=1N=CC2=CC(=CC=C2C1O)OC1=CC(=CC(=C1)OC)F (7-(3-fluoro-5-methoxy-phenoxy)-4-hydroxy-isoquinoline-3-carboxylic acid butyl ester), N[C@@H](C)C(=O)O (L-alanine). As a reaction SMILES: C(O[C:6]([C:8]1[N:9]=[CH:10][C:11]2[C:16]([C:17]=1[OH:18])=[CH:15][CH:14]=[C:13]([O:19][C:20]1[CH:25]=[C:24]([O:26][CH3:27])[CH:23]=[C:22]([F:28])[CH:21]=1)[CH:12]=2)=[O:7])CCC.[NH2:29][C@H:30]([C:32]([OH:34])=[O:33])[CH3:31]>>[F:28][C:22]1[CH:21]=[C:20]([CH:25]=[C:24]([O:26][CH3:27])[CH:23]=1)[O:19][C:13]1[CH:12]=[C:11]2[C:16]([C:17]([OH:18])=[C:8]([C:6]([NH:29][C@@H:30]([CH3:31])[C:32]([OH:34])=[O:33])=[O:7])[N:9]=[CH:10]2)=[CH:15][CH:14]=1. Procedure details: Prepared in analogy to Example A-50 by reacting 7-(3-fluoro-5-methoxy-phenoxy)-4-hydroxy-isoquinoline-3-carboxylic acid butyl ester (compound of example A-73 a) with L-alanine in a pressure tube for 3 days at 90 C. MS-(−)-ion M−1=399.1. The reactants are C1(=CC=CC=C1)S(=O)(=O)N1C=CC=2C1=NC=C(C2Cl)[N+](=O)[O-] (1-benzenesulfonyl-4-chloro-5-nitro-1H-pyrrolo[2,3-b]pyridine), C(C)(C)(C)OC(N[C@@H]1C[C@H](CC1)N)=O (racemic trans (3-amino-cyclopentyl)-carbamic acid tert-butyl ester), C(C)(C)N(CC)C(C)C (diisopropylethylamine). Isolated yield 94.7%. As a reaction SMILES: [C:1]1([S:7]([N:10]2[C:14]3=[N:15][CH:16]=[C:17]([N+:20]([O-:22])=[O:21])[C:18](Cl)=[C:13]3[CH:12]=[CH:11]2)(=[O:9])=[O:8])[CH:6]=[CH:5][CH:4]=[CH:3][CH:2]=1.[C:23]([O:27][C:28](=[O:36])[NH:29][C@H:30]1[CH2:34][CH2:33][C@H:32]([NH2:35])[CH2:31]1)([CH3:26])([CH3:25])[CH3:24].C(N(C(C)C)CC)(C)C>CC(O)C>[C:23]([O:27][C:28](=[O:36])[NH:29][C@H:30]1[CH2:34][CH2:33][C@H:32]([NH:35][C:18]2[C:17]([N+:20]([O-:22])=[O:21])=[CH:16][N:15]=[C:14]3[N:10]([S:7]([C:1]4[CH:6]=[CH:5][CH:4]=[CH:3][CH:2]=4)(=[O:9])=[O:8])[CH:11]=[CH:12][C:13]=23)[CH2:31]1)([CH3:26])([CH3:24])[CH3:25]. The product is C(C)(C)(C)OC(N[C@@H]1C[C@H](CC1)NC1=C2C(=NC=C1[N+](=O)[O-])N(C=C2)S(=O)(=O)C2=CC=CC=C2)=O (racemic trans [3-(1-benzenesulfonyl-5-nitro-1H-pyrrolo[2,3-b]pyridin-4-ylamino)-cyclopentyl]-carbamic acid tert-butyl ester). Solvent: CC(C)O (propan-2-ol). Procedure details: A mixture of 1-benzenesulfonyl-4-chloro-5-nitro-1H-pyrrolo[2,3-b]pyridine (16.9 g, 49.9 mmol), racemic trans (3-amino-cyclopentyl)-carbamic acid tert-butyl ester (10.0 g, 49.9 mmol: Prepared according to J. Org. Chem. 2004, 69(13), 4538; Tetrahedron 1997, 53(9), 3347; WO94/17090 and Org. Lett. 2000, 2, 4169) and diisopropylethylamine (12.0 mL, 69.9 mmol) in propan-2-ol (175 mL) was heated at reflux for 4 hours. After cooling, the mixture was concentrated in vacuo and the residue triturated (wate... Reactants: ClC=1C=C(C=C(C1)Cl)C(C(=O)Cl)(C)C (2-(3,5-dichloro-phenyl)-2-methyl-propionyl chloride), C(C1=CC=CC=C1)N1C[C@H]([C@@H](C1)C1=C(C=CC=C1)C)NC (((3S,4R)-1-benzyl-4-o-tolyl-pyrrolidin-3-yl)-methyl-amine), C(C)N(C(C)C)C(C)C (ethyl-diisopropyl-amine). Run in C(Cl)Cl (CH2Cl2), C(Cl)Cl (CH2Cl2). Conditions: time 2 hour. The product is C(C1=CC=CC=C1)N1C[C@H]([C@@H](C1)C1=C(C=CC=C1)C)N(C(C(C)(C)C1=CC(=CC(=C1)Cl)Cl)=O)C (rac-N-((3S,4R)-1-Benzyl-4-o-tolyl-pyrrolidin-3-yl)-2-(3,5-dichloro-phenyl)-N-methyl-isobutyramide). Isolated yield 75.0%. As a reaction SMILES: [Cl:1][C:2]1[CH:3]=[C:4]([C:9]([CH3:14])([CH3:13])[C:10](Cl)=[O:11])[CH:5]=[C:6]([Cl:8])[CH:7]=1.[CH2:15]([N:22]1[CH2:26][C@@H:25]([C:27]2[CH:32]=[CH:31][CH:30]=[CH:29][C:28]=2[CH3:33])[C@H:24]([NH:34][CH3:35])[CH2:23]1)[C:16]1[CH:21]=[CH:20][CH:19]=[CH:18][CH:17]=1.C(N(C(C)C)C(C)C)C>C(Cl)Cl>[CH2:15]([N:22]1[CH2:26][C@@H:25]([C:27]2[CH:32]=[CH:31][CH:30]=[CH:29][C:28]=2[CH3:33])[C@H:24]([N:34]([CH3:35])[C:10](=[O:11])[C:9]([C:4]2[CH:3]=[C:2]([Cl:1])[CH:7]=[C:6]([Cl:8])[CH:5]=2)([CH3:14])[CH3:13])[CH2:23]1)[C:16]1[CH:17]=[CH:18][CH:19]=[CH:20][CH:21]=1. Reported procedure: A solution of 2-(3,5-dichloro-phenyl)-2-methyl-propionyl chloride (the preparation of which is described in WO2005002577) (127 mg, 0.50 mmol) in CH2Cl2 (5 ml) was added drop wise to a stirred solution of ((3S,4R)-1-benzyl-4-o-tolyl-pyrrolidin-3-yl)-methyl-amine (the preparation of which is described herein above) (135 mg, 0.48 mmol) and ethyl-diisopropyl-amine (0.12 ml, 0.72 mmol) in CH2Cl2 (5 ml). The reaction mixture was stirred 2 h, concentrated under vacuo and purification by flash chromatog... Starting materials: C(CCC)[Li] (n-butyllithium), [Cl-].COC1=C(C(=C(C[P+](C2=CC=CC=C2)(C2=CC=CC=C2)C2=CC=CC=C2)C(=C1)C)C)C (4-methoxy-2,3,6-trimethylbenzyl triphenylphosphonium chloride), F/C(/C(=C/C(=O)OCC)/C)=C\C=C(\C=O)/C (ethyl (E,Z,E)-4-fluoro-3,7-dimethyl-8-oxo-2,4,6-octatrienoate). Run in O1CCCC1 (tetrahydrofuran), O1CCCC1 (tetrahydrofuran). Reaction conditions: temperature -30 celsius. The product is COC1=C(C(=C(C(=C1)C)/C=C/C(=C/C=C(/C(=C/C(=O)OCC)/C)\F)/C)C)C (ethyl (E,Z,E,E)-9-(4-methoxy-2,3,6-trimethylphenyl)-4-fluoro-3,7-dimethyl-2,4,6,8-nonatetraenoate). Reaction SMILES: C([Li])CCC.[Cl-].[CH3:7][O:8][C:9]1[CH:34]=[C:33]([CH3:35])[C:12]([CH2:13][P+](C2C=CC=CC=2)(C2C=CC=CC=2)C2C=CC=CC=2)=[C:11]([CH3:36])[C:10]=1[CH3:37].[F:38]/[C:39](=[CH:48]\[CH:49]=[C:50](/[CH3:53])\[CH:51]=O)/[C:40](/[CH3:47])=[CH:41]/[C:42]([O:44][CH2:45][CH3:46])=[O:43]>O1CCCC1>[CH3:7][O:8][C:9]1[CH:34]=[C:33]([CH3:35])[C:12](/[CH:13]=[CH:53]/[C:50](/[CH3:51])=[CH:49]/[CH:48]=[C:39](\[F:38])/[C:40](/[CH3:47])=[CH:41]/[C:42]([O:44][CH2:45][CH3:46])=[O:43])=[C:11]([CH3:36])[C:10]=1[CH3:37] |f:1.2|. Reported procedure: A solution of 6.06 ml. (14.4 mmol) of n-butyllithium (2.3 M in hexane) was added dropwise under argon, at -72° C., to a stirred suspension of 4.61 g. (10 mmol) of 4-methoxy-2,3,6-trimethylbenzyl triphenylphosphonium chloride in 25 ml. of dry tetrahydrofuran. After addition of reagent was complete the mixture was stirred at -30° C. until an orange solution was formed. The resulting solution was first cooled to -72° C. and then treated dropwise with a solution of 2.03 g. (9.0 mmol) of ethyl (E,Z,E... Starting materials: N1=CN=C2N=CNC2=C1N (adenine), BrCCCCl (1-bromo-3-chloropropane), C([O-])([O-])=O.[K+].[K+] (potassium carbonate). Solvent: CN(C)C=O (DMF). Reaction conditions: time 4 day. The product is ClCCCN1C2=NC=NC(=C2N=C1)N (9-(3-chloropropyl)adenine). RXN SMILES: [N:1]1[C:9]([NH2:10])=[C:8]2[C:4]([N:5]=[CH:6][NH:7]2)=[N:3][CH:2]=1.Br[CH2:12][CH2:13][CH2:14][Cl:15].C(=O)([O-])[O-].[K+].[K+]>CN(C=O)C>[Cl:15][CH2:14][CH2:13][CH2:12][N:5]1[CH:6]=[N:7][C:8]2[C:4]1=[N:3][CH:2]=[N:1][C:9]=2[NH2:10] |f:2.3.4|. Procedure details: A mixture of adenine, 1-bromo-3-chloropropane, and potassium carbonate in DMF was stirred at room temperature under argon for 4 days, filtered and evaporated to dryness. The crude product was washed with water and dried. Recrystallization from ethanol gave 9-(3-chloropropyl)adenine. The reactants are C1OC=2C=C(C=CC2O1)CCC=CCCI (6-(3,4-methylenedioxyphenyl)-3-hexenyl iodide), [Li] (lithium), CCC(CC(CC)=O)=O (3,5-heptanedione). The solvent is CN(C=O)C (dimethylformamide). Yields the product C1OC=2C=C(C=CC2O1)CCC=CCCC(C(CC)=O)C(CC)=O (4-[6-(3,4-Methylenedioxyphenyl)-3-hexenyl]-3,5-heptanedione). As a reaction SMILES: [CH2:1]1[O:9][C:8]2[CH:7]=[CH:6][C:5]([CH2:10][CH2:11][CH:12]=[CH:13][CH2:14][CH2:15]I)=[CH:4][C:3]=2[O:2]1.[Li].[CH3:18][CH2:19][C:20](=[O:26])[CH2:21][C:22](=[O:25])[CH2:23][CH3:24]>CN(C)C=O>[CH2:1]1[O:9][C:8]2[CH:7]=[CH:6][C:5]([CH2:10][CH2:11][CH:12]=[CH:13][CH2:14][CH2:15][CH:21]([C:20](=[O:26])[CH2:19][CH3:18])[C:22](=[O:25])[CH2:23][CH3:24])=[CH:4][C:3]=2[O:2]1 |^1:16|. Procedure: [I; Ar is 3,4-methylenedioxyphenyl, R0 is H, R' and R" are CH3CH2CO, Y is CH=CHCH2CH2 ] was prepared from 12.5 g. of 6-(3,4-methylenedioxyphenyl)-3-hexenyl iodide (Preparation D2) and 12.5 g. of the lithium salt of 3,5-heptanedione in 175 ml. of dimethylformamide. The product was chromatographed on silica gel and eluted with pentane-benzene (1:1) and then with chloroform-benzene (7:3). The latter brought out 7.0 g. of 4-[6-(3,4-methylenedioxyphenyl)-3-hexenyl]-3,5-heptanedione as a light amber o... The reactants are NC1=C(OC2=CC=C(C=C2)N2CCN(CC2)C(=O)OC(C)(C)C)C=C(C=C1)Cl (tert-butyl 4-[4-(2-amino-5-chlorophenoxy)phenyl]piperazine-1-carboxylate), BrCCCC(=O)OCC (ethyl 4-bromobutyrate), C([O-])([O-])=O.[K+].[K+] (potassium carbonate), CN(C=O)C (N,N-dimethylformamide). The solvent is O (water). Run at temperature 60 celsius, time 72 hour. The product is C(C)(C)(C)OC(=O)N1CCN(CC1)C1=CC=C(OC2=C(C=CC(=C2)Cl)NCCCC(=O)OCC)C=C1 (ethyl 4-[2-[4-(4-tert-butoxycarbonyl-1-piperazinyl)phenoxy]-4-chlorophenyl]aminobutyrate). Isolated yield 71.1%. Reaction SMILES: [NH2:1][C:2]1[CH:27]=[CH:26][C:25]([Cl:28])=[CH:24][C:3]=1[O:4][C:5]1[CH:10]=[CH:9][C:8]([N:11]2[CH2:16][CH2:15][N:14]([C:17]([O:19][C:20]([CH3:23])([CH3:22])[CH3:21])=[O:18])[CH2:13][CH2:12]2)=[CH:7][CH:6]=1.Br[CH2:30][CH2:31][CH2:32][C:33]([O:35][CH2:36][CH3:37])=[O:34].C(=O)([O-])[O-].[K+].[K+].CN(C)C=O>O>[C:20]([O:19][C:17]([N:14]1[CH2:15][CH2:16][N:11]([C:8]2[CH:9]=[CH:10][C:5]([O:4][C:3]3[CH:24]=[C:25]([Cl:28])[CH:26]=[CH:27][C:2]=3[NH:1][CH2:30][CH2:31][CH2:32][C:33]([O:35][CH2:36][CH3:37])=[O:34])=[CH:6][CH:7]=2)[CH2:12][CH2:13]1)=[O:18])([CH3:23])([CH3:22])[CH3:21] |f:2.3.4|. Reported procedure: A mixture of tert-butyl 4-[4-(2-amino-5-chlorophenoxy)phenyl]piperazine-1-carboxylate (3.8 g, 9.5 mmols), ethyl 4-bromobutyrate (2.7 ml, 19 mmols), potassium carbonate (1.3 g, 9.5 mmols) and N,N-dimethylformamide (30 ml) was stirred at 60° C. for 72 hours. The reaction mixture was cooled, poured into water, and extracted with ethyl acetate. The extract was washed with water, and then dried with anhydrous magnesium sulfate. This was concentrated under reduced pressure, and the residue was purifie... Procedure: To a mixture of methyl 4-[3-(2-benzyloxy-5-hydroxyphenyl)propyl]benzoate (510 mg) and potassium carbonate in DMF (10 ml) was added bromoacetamide (384 mg). The reaction was stirred for 48 hours, poured into ethyl acetate (50 ml), washed with 1M HCl (50 ml) and brine (50 ml), dried (magnesium sulphate) filtered and evaporated. The residue was purified by subjecting to chromatography on silica gel using ethyl acetate:hexane (75:25) as eluant. There was thus obtained methyl 4-[3-(2-benzyloxy-5-(car... As a reaction SMILES: [CH2:1]([O:8][C:9]1[CH:14]=[CH:13][C:12]([OH:15])=[CH:11][C:10]=1[CH2:16][CH2:17][CH2:18][C:19]1[CH:28]=[CH:27][C:22]([C:23]([O:25]C)=[O:24])=[CH:21][CH:20]=1)[C:2]1[CH:7]=[CH:6][CH:5]=[CH:4][CH:3]=1.C(=O)([O-])[O-].[K+].[K+].Br[CH2:36][C:37]([NH2:39])=[O:38].C(OCC)(=O)C>CN(C=O)C>[CH2:1]([O:8][C:9]1[CH:14]=[CH:13][C:12]([O:15][CH2:36][C:37](=[O:38])[NH2:39])=[CH:11][C:10]=1[CH2:16][CH2:17][CH2:18][C:19]1[CH:20]=[CH:21][C:22]([C:23]([OH:25])=[O:24])=[CH:27][CH:28]=1)[C:2]1[CH:3]=[CH:4][CH:5]=[CH:6][CH:7]=1 |f:1.2.3|. Reaction conditions: time 48 hour. Product: C(C1=CC=CC=C1)OC1=C(C=C(C=C1)OCC(N)=O)CCCC1=CC=C(C(=O)O)C=C1 (4-[3-(2-Benzyloxy-5-carbamoylmethoxyphenyl)propyl]benzoic acid). The reactants are C(C)(=O)OCC (ethyl acetate), C(C1=CC=CC=C1)OC1=C(C=C(C=C1)O)CCCC1=CC=C(C(=O)OC)C=C1 (methyl 4-[3-(2-benzyloxy-5-hydroxyphenyl)propyl]benzoate), C([O-])([O-])=O.[K+].[K+] (potassium carbonate), BrCC(=O)N (bromoacetamide). The solvent is CN(C)C=O (DMF). The reactants are CCOCC, [Li]CCCC, CSc1ccsc1, C[Si](C)(C)Cl. Product: CSc1ccsc1[Si](C)(C)C. RXN SMILES: [CH3:18][CH2:19][O:20][CH2:21][CH3:22].[CH3:1][CH2:2][CH2:3][CH2:4][Li:5].[CH3:6][S:7][c:8]1[cH:9][s:10][cH:11][cH:12]1.[Cl:13][Si:14]([CH3:15])([CH3:16])[CH3:17]>>[CH3:6][S:7][c:8]1[c:9]([Si:14]([CH3:15])([CH3:16])[CH3:17])[s:10][cH:11][cH:12]1.